From a dataset of the Open Reaction Database (ORD), a public repository of structured organic reaction records. describe an organic reaction: reactants, conditions, products, and yield Reactants: C([O-])(O)=O.[Na+] (sodium bicarbonate), FC(C1=CC=C(C=C1)B(O)O)(F)F (4-(trifluoromethyl)phenyl-boronic acid), trans-dichloro-bis(tricyclohexylphosphane)palladium-(II), NC1=NC=C(C=C1NC(CCC1=NC(=CC(=C1)C)N)=O)I (N-(2-amino-5-iodo-pyridin-3-yl)-3-(6-amino-4-methyl-pyridin-2-yl)-propionamide). Solvent: O1CCOCC1 (dioxane). Conditions: temperature 110 celsius. The product is CC1=CC(=NC(=C1)CCC1=NC=2C(=NC=C(C2)C2=CC=C(C=C2)C(F)(F)F)N1)N (4-Methyl-6-{2-[6-(4-trifluoromethyl-phenyl)-3H-imidazo[4,5-b]pyridin-2-yl]-ethyl}-pyridin-2-ylamine). Yield: 54.1%. Reaction SMILES: [NH2:1][C:2]1[C:7]([NH:8][C:9](=O)[CH2:10][CH2:11][C:12]2[CH:17]=[C:16]([CH3:18])[CH:15]=[C:14]([NH2:19])[N:13]=2)=[CH:6][C:5](I)=[CH:4][N:3]=1.C(=O)(O)[O-].[Na+].[F:27][C:28]([F:39])([F:38])[C:29]1[CH:34]=[CH:33][C:32](B(O)O)=[CH:31][CH:30]=1>O1CCOCC1>[CH3:18][C:16]1[CH:17]=[C:12]([CH2:11][CH2:10][C:9]2[NH:1][C:2]3=[N:3][CH:4]=[C:5]([C:32]4[CH:33]=[CH:34][C:29]([C:28]([F:39])([F:38])[F:27])=[CH:30][CH:31]=4)[CH:6]=[C:7]3[N:8]=2)[N:13]=[C:14]([NH2:19])[CH:15]=1 |f:1.2|. Reported procedure: 96 mg N-(2-amino-5-iodo-pyridin-3-yl)-3-(6-amino-4-methyl-pyridin-2-yl)-propionamide (compound A10) is dissolved in 3.0 ml anoxic dioxane under a nitrogen atmosphere. Subsequently, 0.7 ml of an aqueous sodium bicarbonate solution (2.0 M), 52 mg 4-(trifluoromethyl)phenyl-boronic acid, and 14 mg trans-dichloro-bis(tricyclohexylphosphane)palladium-(II) are added. The reaction mixture is refluxed at 110° C. for 20 h. Thereafter, the volatile components are removed in vacuo and the remaining residue ... Starting materials: CC=1C=CC=2C(=C(ON2)C2=CC=CC=C2)C1 (5-methyl-3-phenyl-2,1-benzisoxazole), BrN1C(CCC1=O)=O (N-bromosuccinimide). Reagents/catalysts: C(C1=CC=CC=C1)(=O)OOC(C1=CC=CC=C1)=O (dibenzoylperoxide). Run in C(Cl)(Cl)(Cl)Cl (carbon tetrachloride). The product is BrCC=1C=CC=2C(=C(ON2)C2=CC=CC=C2)C1 (5-(Bromomethyl)-3-phenyl-2,1-benzisoxazole). Yield: 59.0%. RXN SMILES: [CH3:1][C:2]1[CH:3]=[CH:4][C:5]2[C:6]([CH:16]=1)=[C:7]([C:10]1[CH:15]=[CH:14][CH:13]=[CH:12][CH:11]=1)[O:8][N:9]=2.[Br:17]N1C(=O)CCC1=O>C(Cl)(Cl)(Cl)Cl.C(OOC(=O)C1C=CC=CC=1)(=O)C1C=CC=CC=1>[Br:17][CH2:1][C:2]1[CH:3]=[CH:4][C:5]2[C:6]([CH:16]=1)=[C:7]([C:10]1[CH:15]=[CH:14][CH:13]=[CH:12][CH:11]=1)[O:8][N:9]=2. Reported procedure: A mixture of 11.7 g (0.05 g mole) of 5-methyl-3-phenyl-2,1-benzisoxazole, 10.0 g (0.056 mole) of N-bromosuccinimide and 0.1 g of dibenzoylperoxide in 200 ml of carbon tetrachloride was heated at reflux under illumination by a flood lamp for 2.5 hr. The mixture was filtered and the filtrate was washed with 5% sodium hydroxide, dried over sodium sulfate and concentrated to give a solid as residue. This solid was recrystallized twice from 2-propanol to yield 9.5 g (59%) of crystals, m.p. 130° C. (w... The reactants are [BH4-], CO, Cl, [Na+], O, O=Cc1ccc(OCc2coc(-c3ccccc3)n2)cc1. Yields the product OCc1ccc(OCc2coc(-c3ccccc3)n2)cc1. RXN SMILES: [BH4-:1].[CH3:24][OH:25].[ClH:26].[Na+:2].[OH2:27].[c:3]1(-[c:9]2[o:10][cH:11][c:12]([CH2:14][O:15][c:16]3[cH:17][cH:18][c:19]([CH:20]=[O:21])[cH:22][cH:23]3)[n:13]2)[cH:4][cH:5][cH:6][cH:7][cH:8]1>>[c:3]1(-[c:9]2[o:10][cH:11][c:12]([CH2:14][O:15][c:16]3[cH:17][cH:18][c:19]([CH2:20][OH:21])[cH:22][cH:23]3)[n:13]2)[cH:4][cH:5][cH:6][cH:7][cH:8]1. Starting materials: COC=1C=C(C(=O)O)C=C(C1)OC (3,5-dimethoxybenzoic acid), S(=O)(Cl)Cl (thionyl chloride). The reagents and catalysts are CN(C=O)C (dimethylformamide). Run in C1(=CC=CC=C1)C (toluene). Reaction conditions: time 2 hour. Product: COC=1C=C(C(=O)Cl)C=C(C1)OC (3,5-dimethoxybenzoyl chloride). As a reaction SMILES: [CH3:1][O:2][C:3]1[CH:4]=[C:5]([CH:9]=[C:10]([O:12][CH3:13])[CH:11]=1)[C:6](O)=[O:7].S(Cl)([Cl:16])=O>C1(C)C=CC=CC=1.CN(C)C=O>[CH3:1][O:2][C:3]1[CH:4]=[C:5]([CH:9]=[C:10]([O:12][CH3:13])[CH:11]=1)[C:6]([Cl:16])=[O:7]. Reported procedure: 72.9 g of 3,5-dimethoxybenzoic acid are suspended in 320 ml of toluene, and 2 drops of dimethylformamide are added thereto. The suspension is heated to 50°. 40 ml of thionyl chloride are added dropwise at that temperature within a period of 10 minutes. The whole is then heated to 90° (vigorous evolution of gas) and stirred for 2 hours. The reaction mixture is cooled and concentrated by evaporation in a rotary evaporator. After the addition of toluene, the whole is again concentrated by evaporati... Reactants: CCCBr, CCOC(C)=O, CCCCCC, [Na+], [OH-], Cc1cc2nc(S)[nH]c2cc1C. The product is CCCSc1nc2cc(C)c(C)cc2[nH]1. As a reaction SMILES: [CH2:13]([CH2:14][CH3:15])[Br:16].[CH2:19]([O:20][C:21](=[O:22])[CH3:23])[CH3:24].[CH3:25][CH2:26][CH2:27][CH2:28][CH2:29][CH3:30].[Na+:18].[OH-:17].[SH:1][c:2]1[nH:3][c:4]2[c:5]([n:6]1)[cH:7][c:8]([CH3:12])[c:9]([CH3:11])[cH:10]2>>[S:1]([c:2]1[n:3][c:4]2[c:5]([nH:6]1)[cH:7][c:8]([CH3:12])[c:9]([CH3:11])[cH:10]2)[CH2:13][CH2:14][CH3:15].